From a dataset of the Open Reaction Database (ORD), a public repository of structured organic reaction records. describe an organic reaction: reactants, conditions, products, and yield RXN SMILES: [Al+3:43].[CH2:1]([CH3:2])[O:3][CH:4]([CH2:5][O:6][CH2:7][c:8]1[cH:9][cH:10][c:11]([CH:14]2[CH:15]([CH2:37][NH:38][CH:39]=[O:40])[CH2:16][NH:17][CH2:18][CH:19]2[O:20][CH2:21][c:22]2[cH:23][cH:24][c:25]3[c:26]([cH:36]2)[N:27]([CH2:31][CH2:32][CH2:33][O:34][CH3:35])[CH2:28][CH2:29][O:30]3)[cH:12][cH:13]1)[CH3:41].[CH2:53]1[O:54][CH2:55][CH2:56][CH2:57]1.[H-:42].[H-:45].[H-:46].[H-:47].[Li+:44].[Na+:52].[O-:48][C:49]([OH:50])=[O:51]>>[CH2:1]([CH3:2])[O:3][CH:4]([CH2:5][O:6][CH2:7][c:8]1[cH:9][cH:10][c:11]([CH:14]2[CH:15]([CH2:37][NH:38][CH3:39])[CH2:16][NH:17][CH2:18][CH:19]2[O:20][CH2:21][c:22]2[cH:23][cH:24][c:25]3[c:26]([cH:36]2)[N:27]([CH2:31][CH2:32][CH2:33][O:34][CH3:35])[CH2:28][CH2:29][O:30]3)[cH:12][cH:13]1)[CH3:41]. Product: CCOC(C)COCc1ccc(C2C(CNC)CNCC2OCc2ccc3c(c2)N(CCCOC)CCO3)cc1. The reactants are [Al+3], CCOC(C)COCc1ccc(C2C(CNC=O)CNCC2OCc2ccc3c(c2)N(CCCOC)CCO3)cc1, C1CCOC1, [H-], [H-], [H-], [H-], [Li+], [Na+], O=C([O-])O. The reactants are O=Cc1ccc(Br)cc1, C1CCC2=NCCCN2CC1, ClCCl, O=Nc1ccccc1. Product: O=C(c1ccc(Br)cc1)N(O)c1ccccc1. As a reaction SMILES: [Br:12][c:13]1[cH:14][cH:15][c:16]([CH:17]=[O:18])[cH:19][cH:20]1.[CH2:1]1[CH2:2][CH2:3][C:4]2=[N:9][CH2:8][CH2:7][CH2:6][N:5]2[CH2:10][CH2:11]1.[Cl:29][CH2:30][Cl:31].[O:21]=[N:22][c:23]1[cH:24][cH:25][cH:26][cH:27][cH:28]1>>[Br:12][c:13]1[cH:14][cH:15][c:16]([C:17](=[O:18])[N:22]([OH:21])[c:23]2[cH:24][cH:25][cH:26][cH:27][cH:28]2)[cH:19][cH:20]1. Starting materials: Cl (HCl), Cl.Cl.C(CCC)C=1N=NC(=CC1C1=CC=C(C=C1)OCC1CCNCC1)OC1CCN(CC1)C (3-butyl-6-(1-methyl-piperidin-4-yloxy)-4-[4-(piperidin-4-ylmethoxy)-phenyl]-pyridazine dihydrochloride), C(C)(=O)Cl (acetyl chloride), CCN(C(C)C)C(C)C (DIEA). The reagents and catalysts are CN(C)C=1C=CN=CC1 (DMAP). Run in CCOCC (ether), C(Cl)Cl (DCM), C(Cl)Cl (DCM). Reaction conditions: time 1 hour. Product: Cl.Cl.C(CCC)C=1N=NC(=CC1C1=CC=C(OCC2CCN(CC2)C(C)=O)C=C1)OC1CCN(CC1)C (1-(4-{4-[3-butyl-6-(1-methyl-piperidin-4-yloxy)-pyridazin-4-yl]-phenoxymethyl}-piperidin-1-yl)-ethanone dihydrochloride). As a reaction SMILES: [ClH:1].Cl.[CH2:3]([C:7]1[N:8]=[N:9][C:10]([O:27][CH:28]2[CH2:33][CH2:32][N:31]([CH3:34])[CH2:30][CH2:29]2)=[CH:11][C:12]=1[C:13]1[CH:18]=[CH:17][C:16]([O:19][CH2:20][CH:21]2[CH2:26][CH2:25][NH:24][CH2:23][CH2:22]2)=[CH:15][CH:14]=1)[CH2:4][CH2:5][CH3:6].[C:35]([Cl:38])(=[O:37])[CH3:36].CCN(C(C)C)C(C)C.Cl>C(Cl)Cl.CN(C1C=CN=CC=1)C.CCOCC>[ClH:38].[ClH:1].[CH2:3]([C:7]1[N:8]=[N:9][C:10]([O:27][CH:28]2[CH2:29][CH2:30][N:31]([CH3:34])[CH2:32][CH2:33]2)=[CH:11][C:12]=1[C:13]1[CH:14]=[CH:15][C:16]([O:19][CH2:20][CH:21]2[CH2:26][CH2:25][N:24]([C:35](=[O:37])[CH3:36])[CH2:23][CH2:22]2)=[CH:17][CH:18]=1)[CH2:4][CH2:5][CH3:6] |f:0.1.2,9.10.11|. Procedure: To a solution of 3-butyl-6-(1-methyl-piperidin-4-yloxy)-4-[4-(piperidin-4-ylmethoxy)-phenyl]-pyridazine dihydrochloride (0.2 mmol, 103 mg) in DCM (1 mL) at 0° C. was added acetyl chloride (0.4 mmol, 29 μL), DIEA (0.4 mmol, 70 μL) and DMAP (5 mg). The mixture was stirred at room temperature for 1 hour. The mixture was then condensed in vacuo and the residue was purified by silica gel chromatography (DCM to DCM+10% 2N NH3 in MeOH) to give a colorless sticky solid, which was dissolved in DCM (1.0 m... Reactants: NC(=O)CN1C(C2(C(CC1=O)C1=CC(=CC=C1)Cl)C(NC1=CC(=CC=C12)Br)=O)C(CC)=C.COC(C)[Si](C)(C)C (Racemic (2′R,3R,4′S)-1′-(aminocarbonyl-methyl)-6-bromo-4′-(3-chlorophenyl)-2′-(1-methylene-propyl)-2,3-dihydro-2,6′-dioxo-spiro[indole-3,3′-piperidine] 1-methoxyethyl trimethylsilane). The solvent is FC(C(=O)O)(F)F (trifluoroacetic acid), ClCCl (dichloromethane). Conditions: time 0.5 hour. The product is NC(=O)CN1C(C2(C(CC1=O)C1=CC(=CC=C1)Cl)C(NC1=CC(=CC=C12)Br)=O)C(CC)=C (racemic (2′R,3R,4′S)-1′-(aminocarbonyl-methyl)-6-bromo-4′-(3-chlorophenyl)-2′-(1-methylene-propyl)spiro[3H-indole-3,3′-piperidine]-2,6′(1H)-dione). Yield: 25.1%. As a reaction SMILES: [NH2:1][C:2]([CH2:4][N:5]1[C:10](=[O:11])[CH2:9][CH:8]([C:12]2[CH:17]=[CH:16][CH:15]=[C:14]([Cl:18])[CH:13]=2)[C:7]2([C:26]3[C:21](=[CH:22][C:23]([Br:27])=[CH:24][CH:25]=3)[NH:20][C:19]2=[O:28])[CH:6]1[C:29](=[CH2:32])[CH2:30][CH3:31])=[O:3].COC([Si](C)(C)C)C>FC(F)(F)C(O)=O.ClCCl>[NH2:1][C:2]([CH2:4][N:5]1[C:10](=[O:11])[CH2:9][CH:8]([C:12]2[CH:17]=[CH:16][CH:15]=[C:14]([Cl:18])[CH:13]=2)[C:7]2([C:26]3[C:21](=[CH:22][C:23]([Br:27])=[CH:24][CH:25]=3)[NH:20][C:19]2=[O:28])[CH:6]1[C:29](=[CH2:32])[CH2:30][CH3:31])=[O:3] |f:0.1|. Reported procedure: Racemic (2′R,3R,4′S)-1′-(aminocarbonyl-methyl)-6-bromo-4′-(3-chlorophenyl)-2′-(1-methylene-propyl)-2,3-dihydro-2,6′-dioxo-spiro[indole-3,3′-piperidine]-1-methoxyethyl trimethylsilane (350 mg) was dissolved in a solution of trifluoroacetic acid (5 mL) and dichloromethane (5 mL). The reaction mixture was stirred at room temperature for 0.5 h. The reaction mixture was concentrated. The residue was redissolved in a mixture of methanol (3 ml) and DIPEA. The reaction tube was then placed into the cavi... The reactants are [H-].[Al+3].[Li+].[H-].[H-].[H-] (lithium aluminum hydride), aqueous solution, [OH-].[Na+] (sodium hydroxide), O (water), [H-].[Al+3].[Li+].[H-].[H-].[H-] (lithium aluminum hydride), O (water), C(C)OC(=O)[C@H]1OCO[C@@H]1C(=O)OCC ((4S,5S)-4,5-bis(ethoxycarbonyl)-1,3-dioxolane). The solvent is C(C)OCC (diethyl ether), CCOCC (ether). Conditions: time 1 hour. Yields the product OC[C@H]1OCO[C@@H]1CO ((4R,5R)-4,5-bis(hydroxymethyl)-1,3-dioxolane). Reaction SMILES: [H-].[Al+3].[Li+].[H-].[H-].[H-].C([O:9][C:10]([C@@H:12]1[C@@H:16]([C:17](OCC)=[O:18])[O:15][CH2:14][O:13]1)=O)C.O.[OH-].[Na+]>CCOCC>[OH:9][CH2:10][C@@H:12]1[C@@H:16]([CH2:17][OH:18])[O:15][CH2:14][O:13]1 |f:0.1.2.3.4.5,8.9|. Procedure: 300 ml of diethyl ether was added to 25.75 g of lithium aluminum hydride, and the mixture was heated while refluxing. A solution of 130.46 g of (4S,5S)-4,5-bis (ethoxycarbonyl)-1,3-dioxolane (obtained in Example 2) in 100 ml of ether was slowly added dropwise to this mixture. After the addition, the refluxing was continued for further about one hour. After allowing the reaction mixture to cool, 30 ml of water was slowly added under ice-cooling to decompose an excessive amount of lithium aluminum... Reaction SMILES: C(OC([N:8]1[CH2:13][CH2:12][CH2:11][CH:10]([CH2:14][C:15]2[CH:25]=[CH:24][C:18]3[O:19][C:20]([F:23])([F:22])[O:21][C:17]=3[CH:16]=2)[CH2:9]1)=O)(C)(C)C.Cl>C(Cl)Cl>[F:23][C:20]1([F:22])[O:19][C:18]2[CH:24]=[CH:25][C:15]([CH2:14][CH:10]3[CH2:11][CH2:12][CH2:13][NH:8][CH2:9]3)=[CH:16][C:17]=2[O:21]1. The reactants are C(C)(C)(C)OC(=O)N1CC(CCC1)CC1=CC2=C(OC(O2)(F)F)C=C1 (3-(2,2-difluoro-benzo[1,3]dioxol-5-ylmethyl)-piperidine-1-carboxylic acid tert-butyl ester), Cl (HCl). Isolated yield 96.0%. The solvent is C(Cl)Cl (CH2Cl2). Run at time 8 hour. Reported procedure: To a solution of 3-(2,2-difluoro-benzo[1,3]dioxol-5-ylmethyl)-piperidine-1-carboxylic acid tert-butyl ester (1.0 g, 2.8 mmol) in CH2Cl2 (11 mL) was added HCl (4 M in dioxane, 4.2 mL, 16.9 mmol). The reaction mixture was stirred at r.t. overnight and then concentrated to give 3-[(2,2-difluoro-1,3-benzodioxol-5-yl)methyl]-piperidine as the hydrochloride salt (791 mg, 96%). The crude product was used without further purification. Yields the product FC1(OC2=C(O1)C=CC(=C2)CC2CNCCC2)F (3-[(2,2-difluoro-1,3-benzodioxol-5-yl)methyl]-piperidine), hydrochloride salt. Starting materials: COC(\C(\C1=NSC(=N1)NC(=O)OCC)=N/OC(C1=CC=CC=C1)(C1=CC=CC=C1)C1=CC=CC=C1)=O ((Z)-methyl-2-(5-ethoxycarbonylamino-1,2,4-thiadiazol-3-yl)-triphenylmethyloxyiminoacetate), [OH-].[Na+].C(C)O (NaOH ethanol), Cl (HCl). Run at temperature 5 celsius. Product: NC1=NC(=NS1)/C(/C(=O)O)=N/OC(C1=CC=CC=C1)(C1=CC=CC=C1)C1=CC=CC=C1 ((Z)-2-(5-Amino-1,2,4-thiadiazol-3-yl)-2-triphenylmethyloxyimino Acetic Acid). Isolated yield 89.7%. RXN SMILES: C[O:2][C:3](=[O:37])/[C:4](=[N:16]\[O:17][C:18]([C:31]1[CH:36]=[CH:35][CH:34]=[CH:33][CH:32]=1)([C:25]1[CH:30]=[CH:29][CH:28]=[CH:27][CH:26]=1)[C:19]1[CH:24]=[CH:23][CH:22]=[CH:21][CH:20]=1)/[C:5]1[N:9]=[C:8]([NH:10]C(OCC)=O)[S:7][N:6]=1.[OH-].[Na+].C(O)C.Cl>>[NH2:10][C:8]1[S:7][N:6]=[C:5](/[C:4](=[N:16]/[O:17][C:18]([C:25]2[CH:30]=[CH:29][CH:28]=[CH:27][CH:26]=2)([C:19]2[CH:20]=[CH:21][CH:22]=[CH:23][CH:24]=2)[C:31]2[CH:36]=[CH:35][CH:34]=[CH:33][CH:32]=2)/[C:3]([OH:37])=[O:2])[N:9]=1 |f:1.2.3|. Procedure: Into a 500 mL round bottom flask equipped with mechanical stirrer, reflux condenser and nitrogen purge was charged (Z)-methyl-2-(5-ethoxycarbonylamino-1,2,4-thiadiazol-3-yl)-triphenylmethyloxyiminoacetate (20.0 g, 0.04 mol, 1.0 eq) followed by 200 mL of a 2:1 solution of 2.5 M NaOH/ethanol. The resulting biphasic solution was heated to reflux and maintained there for 15 hours. The solution was cooled to 5° C. and the pH was slowly adjusted to 3-3.5 with concentrated HCl. The precipitated white s...